This data is from the Open Reaction Database (ORD), a public repository of structured organic reaction records. The task is: describe an organic reaction: reactants, conditions, products, and yield Reactants: S(O)(O)(=O)=O (Sulfuric acid), C(C)NCC(=O)O (N-ethylglycine), CCO (EtOH), [OH-].[Na+] (sodium hydroxide), C(O)([O-])=O.[Na+] (sodium hydrogen carbonate). Yields the product C(C)NCC(=O)OCC (ethyl 2-(ethylamino)acetate). As a reaction SMILES: S(=O)(=O)(O)O.[CH2:6]([NH:8][CH2:9][C:10]([OH:12])=[O:11])[CH3:7].[OH-].[Na+].C(=O)([O-])O.[Na+].[CH3:20][CH2:21]O>>[CH2:6]([NH:8][CH2:9][C:10]([O:12][CH2:20][CH3:21])=[O:11])[CH3:7] |f:2.3,4.5|. Procedure: Sulfuric acid (3 mL) was added to a solution of N-ethylglycine (2.0 g) in EtOH (15 mL) and the mixture was stirred under reflux for 9 h. The mixture was cooled to RT and neutralized with 5M-sodium hydroxide, and saturated aqueous sodium hydrogen carbonate. The solution was extracted with EtOAc, the combined organic layer was washed with brine, dried and concentrated under reduced pressure. The sub-title compound (1.4 g) was obtained as a pale yellow oil; 1H NMR (300 MHz, CDCl3); 4.17 (2H, q), 3.... Starting materials: C(C)(C)(C)OC(=O)N1CCC(CC1)C(=O)N1CC(NC(C1)C)C (tert-butyl-4-(3,5-dimethylpiperazine-1-carbonyl)piperidine-1-carboxylate), [H-].[H-].[H-].[H-].[Li+].[Al+3] (LiAlH4). Run in C1CCOC1 (THF). Conditions: time 8 hour. The product is CC1CN(CC(N1)C)CC1CCN(CC1)C (3,5-dimethyl-1-((1-methylpiperidin-4-yl)methyl)piperazine). Yield: 91.8%. RXN SMILES: C(O[C:6]([N:8]1[CH2:13][CH2:12][CH:11]([C:14]([N:16]2[CH2:21][CH:20]([CH3:22])[NH:19][CH:18]([CH3:23])[CH2:17]2)=O)[CH2:10][CH2:9]1)=O)(C)(C)C.[H-].[H-].[H-].[H-].[Li+].[Al+3]>C1COCC1>[CH3:23][CH:18]1[NH:19][CH:20]([CH3:22])[CH2:21][N:16]([CH2:14][CH:11]2[CH2:12][CH2:13][N:8]([CH3:6])[CH2:9][CH2:10]2)[CH2:17]1 |f:1.2.3.4.5.6|. Procedure details: To a solution of tert-butyl-4-(3,5-dimethylpiperazine-1-carbonyl)piperidine-1-carboxylate (1.9 g, 5.8 mmol) in THF (50 ml) was added LiAlH4 (18.7 mmol) in portions. The resulting mixture was stirred at room temperature overnight. The mixture was quenched with ethyl acetate and methanol then made alkaline with 10% NaOH solution and extracted with ethyl acetate (3×40). The combined organic solution was dried and concentrated to give 1.2 g of desired product. Isolated yield 97.9%. The reactants are [Na].C(=O)CC(=O)OCC (ethyl formylacetate sodium salt), Cl (HCl), ClC1=C(C=CC=C1)C=1C=C(NN1)N (5-(2-chlorophenyl)-2H-pyrazol-3-ylamine), [Na].C(=O)CC(=O)OCC (ethyl formylacetate sodium salt). Reaction conditions: time 8 hour. Yields the product ClC1=C(C=CC=C1)C1=NN2C(NC=CC2=O)=C1 (2-(2-Chlorophenyl)-4H-pyrazolo[1,5-a]pyrimidin-7-one). Procedure details: A solution of 5-(2-chlorophenyl)-2H-pyrazol-3-ylamine (I-1A-1a; 287 g, 1.48 mol) and ethyl formylacetate sodium salt (517 g, 3.74 mol) in ethanol (12 L) was heated at reflux for 6 hours. Additional ethyl formylacetate sodium salt (100 g, 0.72 mol) was added, and the reaction was heated at reflux for an additional 2 hours. After cooling to room temperature, the reaction was concentrated, in vacuo, to give an amber oil. The residue was redissolved in water (2 L) and then adjusted to pH 8 by dropwi... RXN SMILES: [Cl:1][C:2]1[CH:7]=[CH:6][CH:5]=[CH:4][C:3]=1[C:8]1[CH:9]=[C:10]([NH2:13])[NH:11][N:12]=1.[Na].[CH:15]([CH2:17][C:18](OCC)=O)=[O:16].Cl>C(O)C.O.O1CCCC1>[Cl:1][C:2]1[CH:7]=[CH:6][CH:5]=[CH:4][C:3]=1[C:8]1[CH:9]=[C:10]2[NH:13][CH:18]=[CH:17][C:15](=[O:16])[N:11]2[N:12]=1 |f:1.2,^1:13|. The solvent is O1CCCC1 (tetrahydrofuran), C(C)O (ethanol), O (water). The reactants are C(N)(OCCC)=O (propyl carbamate), C(C(=O)Cl)(=O)Cl (oxalyl chloride). The product is C(CC)OC(=O)N=C=O (propoxycarbonyl isocyanate). Reaction SMILES: [C:1](=[O:7])([O:3][CH2:4][CH2:5][CH3:6])[NH2:2].C(Cl)(=O)[C:9](Cl)=[O:10]>>[CH2:4]([O:3][C:1]([N:2]=[C:9]=[O:10])=[O:7])[CH2:5][CH3:6]. Reported procedure: When propyl carbamate is reacted with oxalyl chloride as described in the procedure of Example 13, propoxycarbonyl isocyanate is obtained. The reactants are ClCC1=CC=C(C(C=O)=C1)O (5-(chloromethyl)salicylaldehyde), C(C)NCC (diethylamine). Solvent: C(C)#N (acetonitrile). The product is C(C)N(CC)CC1=CC=C(C(C=O)=C1)O (5-Diethylaminomethylsalicylaldehyde). Isolated yield 150.8%. As a reaction SMILES: Cl[CH2:2][C:3]1[CH:10]=[C:7]([CH:8]=[O:9])[C:6]([OH:11])=[CH:5][CH:4]=1.[CH2:12]([NH:14][CH2:15][CH3:16])[CH3:13]>C(#N)C>[CH2:12]([N:14]([CH2:2][C:3]1[CH:10]=[C:7]([CH:8]=[O:9])[C:6]([OH:11])=[CH:5][CH:4]=1)[CH2:15][CH3:16])[CH3:13]. Reported procedure: To a solution of 5-(chloromethyl)salicylaldehyde (14)(345 mg, 2 mmol) in acetonitrile (70 mL), diethylamine (0.21 mL, 2 mmol) was added and the mixture refluxed overnight. Then, the solvent was evaporated to give compound 15 (625 mg, 99%) as a yellow oil. □max 3383, 2648 and 1653 cm−1. 1H-NMR δH 1.37 (6H, t, J=7.2 Hz, 2×CH2CH3), 3.43 (4H, q, J=7.2 Hz, 2×CH2CH3), 4.09 (2H, s, CCH2N), 7.05 (1H, d, J=8.6 Hz, HAr), 8.03 (1H, d, J=8.6 Hz, HAr), 8.14 (1H, s, HAr), 9.98 (1H, s, CHO), 12.32 (1H, br s, O... The reactants are CC(=O)Oc1ccc2c(c1)c(C(=O)C(=O)Nc1c(Cl)cncc1Cl)cn2Cc1ccc(F)cc1, Cl, [Na+], [OH-]. Yields the product O=C(Nc1c(Cl)cncc1Cl)C(=O)c1cn(Cc2ccc(F)cc2)c2ccc(O)cc12. RXN SMILES: [Cl:1][c:2]1[cH:3][n:4][cH:5][c:6]([Cl:34])[c:7]1[NH:8][C:9]([C:10](=[O:11])[c:12]1[cH:13][n:14]([CH2:25][c:26]2[cH:27][cH:28][c:29]([F:32])[cH:30][cH:31]2)[c:15]2[cH:16][cH:17][c:18]([O:21][C:22](=[O:23])[CH3:24])[cH:19][c:20]12)=[O:33].[ClH:35].[Na+:37].[OH-:36]>>[Cl:1][c:2]1[cH:3][n:4][cH:5][c:6]([Cl:34])[c:7]1[NH:8][C:9]([C:10](=[O:11])[c:12]1[cH:13][n:14]([CH2:25][c:26]2[cH:27][cH:28][c:29]([F:32])[cH:30][cH:31]2)[c:15]2[cH:16][cH:17][c:18]([OH:21])[cH:19][c:20]12)=[O:33]. The reactants are FC(CSC1=C(C=CC(=C1)C=1C(=NNC1)C(F)(F)F)C)(F)F ([2-methyl-5-(3-trifluoromethylpyrazolyl)phenyl] 2,2,2-trifluoroethyl sulfide), m-chlotoperbenzoic acid, S(=O)([O-])[O-].[Na+].[Na+] (sodium sulfite). Run in C(Cl)(Cl)Cl (chloroform), C(Cl)(Cl)Cl (chloroform). The product is FC(CS(=O)C1=C(C=CC(=C1)C=1C(=NNC1)C(F)(F)F)C)(F)F ([2-methyl-5-(3-trifluoromethylpyrazolyl)phenyl] 2,2,2-trifluoroethyl sulfoxide). Isolated yield 37.1%. RXN SMILES: [F:1][C:2]([F:22])([F:21])[CH2:3][S:4][C:5]1[CH:10]=[C:9]([C:11]2[C:12]([C:16]([F:19])([F:18])[F:17])=[N:13][NH:14][CH:15]=2)[CH:8]=[CH:7][C:6]=1[CH3:20].S([O-])([O-])=[O:24].[Na+].[Na+]>C(Cl)(Cl)Cl>[F:22][C:2]([F:1])([F:21])[CH2:3][S:4]([C:5]1[CH:10]=[C:9]([C:11]2[C:12]([C:16]([F:17])([F:18])[F:19])=[N:13][NH:14][CH:15]=2)[CH:8]=[CH:7][C:6]=1[CH3:20])=[O:24] |f:1.2.3|. Reported procedure: To 1.68 g (4.9 mmol) of [2-methyl-5-(3-trifluoromethylpyrazolyl)phenyl] 2,2,2-trifluoroethyl sulfide (Compound No. V-292 of the present invention) in 5 ml of chloroform, 1.02 g (5.1 mmol) of m-chlotoperbenzoic acid was added at 0° C. with stirring, and the reaction mixture was stirred at 0° C. for 1 hour. The reaction solution was mixed with 10 ml of 10% aqueous sodium sulfite and stirred at room temperature for 10 minutes, and then 20 ml of chloroform was added. The chloroform layer was washed ...